From a dataset of the Open Reaction Database (ORD), a public repository of structured organic reaction records. describe an organic reaction: reactants, conditions, products, and yield The reactants are ClC1=C(CNC=2C=C(C=CC2)C2=NN(C3=NC(=NC=C32)NCCN3CCOCC3)COCC[Si](C)(C)C)C=CC=C1 ([3-[3-(2-chloro-benzylamino)-phenyl]-1-(2-trimethylsilanyl-ethoxymethyl)-1H-pyrazolo[3,4-d]pyrimidin-6-yl]-(2-morpholin-4-yl-ethyl)-amine), C(=O)(C(F)(F)F)O (TFA). Run in ClCCl (dichloromethane). Reaction conditions: time 3 hour. The product is ClC1=C(CNC=2C=C(C=CC2)C2=NNC3=NC(=NC=C32)NCCN3CCOCC3)C=CC=C1 ({3-[3-(2-chloro-benzylamino)-phenyl]-1H-pyrazolo[3,4-d]pyrimidin-6-yl}-(2-morpholin-4-yl-ethyl)-amine). RXN SMILES: [Cl:1][C:2]1[CH:41]=[CH:40][CH:39]=[CH:38][C:3]=1[CH2:4][NH:5][C:6]1[CH:7]=[C:8]([C:12]2[C:20]3[C:15](=[N:16][C:17]([NH:21][CH2:22][CH2:23][N:24]4[CH2:29][CH2:28][O:27][CH2:26][CH2:25]4)=[N:18][CH:19]=3)[N:14](COCC[Si](C)(C)C)[N:13]=2)[CH:9]=[CH:10][CH:11]=1.C(O)(C(F)(F)F)=O>ClCCl>[Cl:1][C:2]1[CH:41]=[CH:40][CH:39]=[CH:38][C:3]=1[CH2:4][NH:5][C:6]1[CH:7]=[C:8]([C:12]2[C:20]3[C:15](=[N:16][C:17]([NH:21][CH2:22][CH2:23][N:24]4[CH2:29][CH2:28][O:27][CH2:26][CH2:25]4)=[N:18][CH:19]=3)[NH:14][N:13]=2)[CH:9]=[CH:10][CH:11]=1. Procedure details: To a stirred solution of [3-[3-(2-chloro-benzylamino)-phenyl]-1-(2-trimethylsilanyl-ethoxymethyl)-1H-pyrazolo[3,4-d]pyrimidin-6-yl]-(2-morpholin-4-yl-ethyl)-amine (120 mg, 0.202 mmol) in dichloromethane (3 mL) was added TFA (3 mL) at room temperature. The resulting mixture was stirred for another three hours at this temperature. The solvent was evaporated under reduced pressure and the pH of the residue was adjusted to 8 with saturated NaHCO3. The resulting mixture was extracted with EtOAc (10 m... The reactants are Cl.CC1=C(C=NN1C1=NC=CC=N1)C(CCN1CC2=CC=CC=C2CC1)=O (1-[5-Methyl-1-(2-pyrimidinyl)-4-pyrazolyl]-3-(1,2,3,4-tetrahydroisoquinolin-2-yl)-1-propanone hydrochloride), Cl.ClC1=C(C=CC=C1C)N1CCNCC1 (1-(2-chloro-3-methylphenyl)piperazine hydrochloride), Cl.CC1=C(C=NN1C1=NC=CC=N1)\C=C\CN1CC2=CC=CC=C2CC1 (1-[5-Methyl-1-(2-pyrimidinyl)-4-pyrazolyl]-3-(1,2,3,4-tetrahydroisoquinolin-2-yl)-1-trans-propene hydrochloride), Example 6 ( 1 ). The product is Cl.CC1=C(C=NN1C1=NC=CC=N1)\C=C\CN1CCN(CC1)C1=C(C(=CC=C1)Cl)C (1-[5-Methyl-1-(2-pyrimidinyl)-4-pyrazolyl]-3-[4-(3-chloro-2-methylphenyl)-1-piperazinyl]-1-trans-propene hydrochloride). Reaction SMILES: Cl.[CH3:2][C:3]1[N:7]([C:8]2[N:13]=[CH:12][CH:11]=[CH:10][N:9]=2)[N:6]=[CH:5][C:4]=1[C:14](=O)[CH2:15][CH2:16][N:17]1[CH2:26][CH2:25]C2[C:19](=CC=CC=2)[CH2:18]1.Cl.CC1N(C2N=CC=CN=2)[N:33]=CC=1/C=C/CN1CCC2C(=CC=CC=2)C1.Cl.[Cl:55][C:56]1[C:61]([CH3:62])=[CH:60][CH:59]=[CH:58][C:57]=1N1CCNCC1>>[ClH:55].[CH3:2][C:3]1[N:7]([C:8]2[N:9]=[CH:10][CH:11]=[CH:12][N:13]=2)[N:6]=[CH:5][C:4]=1/[CH:14]=[CH:15]/[CH2:16][N:17]1[CH2:18][CH2:19][N:33]([C:60]2[CH:59]=[CH:58][CH:57]=[C:56]([Cl:55])[C:61]=2[CH3:62])[CH2:25][CH2:26]1 |f:0.1,2.3,4.5,6.7|. Procedure details: The procedures of Example 6 (1) and (2) were repeated but substituting the 1,2,3,4-tetrahydroisoquinoline hydrochloride employed in Example 6 (1) by 680 mg of 1-(2-chloro-3-methylphenyl)piperazine hydrochloride. After the completion of the post treatment, 93 mg of the title compound was obtained. Starting materials: [N+](=O)([O-])C1=CC=C(C=C1)CCN1C(N(C(C=2NC(=NC12)CC=1SC=CC1)=O)CCC)=O (3-[2-(4-nitrophenyl)ethyl]-1-propyl-8-[(thiophen-2-yl)methyl]xanthine), O.NN (hydrazine hydrate), [H][H] (hydrogen). Reagents/catalysts: [Pd] (palladium). Product: NC1=CC=C(C=C1)CCN1C(N(C(C=2NC(=NC12)CC=1SC=CC1)=O)CCC)=O (3-[2-(4-aminophenyl)ethyl]-1-propyl-8-[(thiophen-2-yl)methyl]xanthine). As a reaction SMILES: [N+:1]([C:4]1[CH:9]=[CH:8][C:7]([CH2:10][CH2:11][N:12]2[C:20]3[N:19]=[C:18]([CH2:21][C:22]4[S:23][CH:24]=[CH:25][CH:26]=4)[NH:17][C:16]=3[C:15](=[O:27])[N:14]([CH2:28][CH2:29][CH3:30])[C:13]2=[O:31])=[CH:6][CH:5]=1)([O-])=O.O.NN.[H][H]>[Pd]>[NH2:1][C:4]1[CH:5]=[CH:6][C:7]([CH2:10][CH2:11][N:12]2[C:20]3[N:19]=[C:18]([CH2:21][C:22]4[S:23][CH:24]=[CH:25][CH:26]=4)[NH:17][C:16]=3[C:15](=[O:27])[N:14]([CH2:28][CH2:29][CH3:30])[C:13]2=[O:31])=[CH:8][CH:9]=1 |f:1.2|. Procedure details: By the method of Example 2, 2-thiopheneacetic acid is reacted with 5,6-diamino -1-[2-(4-nitrophenyl)ethyl]-3-propyluracil (6) to yield 3-[2-(4-nitrophenyl)ethyl]-1-propyl-8-[(thiophen-2-yl)methyl]xanthine. By methods well known in the art, 3-[2-(4-nitrophenyl)ethyl]-1-propyl-8-[(thiophen-2-yl)methyl]xanthine is reduced with hydrazine hydrate or hydrogen gas in the presence of a palladium catalyst to yield 3-[2-(4-aminophenyl)ethyl]-1-propyl-8-[(thiophen-2-yl)methyl]xanthine. Reactants: C(C)O (ethanol), C(C1=CC=CC=C1)N(CCOC1=CC(=C(C=C1)O)C(N)=O)CC(C1=CC=CC=C1)O (α-[N-benzyl-N-[2-(3-carbamoyl-4-hydroxy-phenoxy)-ethyl]-aminomethyl]benzyl alcohol). Reagents/catalysts: [Pd] (palladium-on-charcoal). The solvent is CO (methanol). The product is C(N)(=O)C=1C=C(OCCNCC(C2=CC=CC=C2)O)C=CC1O (α-[N-[2-(3-Carbamoyl-4-hydroxy-phenoxy)-ethyl]aminomethyl]-benzyl alcohol). As a reaction SMILES: C([N:8]([CH2:22][CH:23]([OH:30])[C:24]1[CH:29]=[CH:28][CH:27]=[CH:26][CH:25]=1)[CH2:9][CH2:10][O:11][C:12]1[CH:17]=[CH:16][C:15]([OH:18])=[C:14]([C:19](=[O:21])[NH2:20])[CH:13]=1)C1C=CC=CC=1.C(O)C>CO.[Pd]>[C:19]([C:14]1[CH:13]=[C:12]([CH:17]=[CH:16][C:15]=1[OH:18])[O:11][CH2:10][CH2:9][NH:8][CH2:22][CH:23]([OH:30])[C:24]1[CH:29]=[CH:28][CH:27]=[CH:26][CH:25]=1)(=[O:21])[NH2:20]. Procedure details: Analogously to Example 4, a solution of 45 g of crude α-[N-benzyl-N-[2-(3-carbamoyl-4-hydroxy-phenoxy)-ethyl]-aminomethyl]benzyl alcohol in 500 ml of methanol is hydrogenated with the addition of 5 g of palladium-on-charcoal catalyst (5%) and the reaction mixture is worked up. α-[N-[2-(3-Carbamoyl-4-hydroxy-phenoxy)-ethyl]aminomethyl]-benzyl alcohol with a melting point of 174°-175° (from ethanol) is obtained. The methanesulfonate melts at 182°-183° (from methanol). The reactants are Cl[Si](C[Si](C)(Cl)Cl)(Cl)Cl (1,1,1,3,3-pentachloro-1,3-disilabutane), reaction initiator, C(Cl)(Cl)(Cl)Cl (carbon tetrachloride). Run in CC(C)(C#N)N=NC(C)(C)C#N (AIBN). Reaction conditions: time 12 hour. Product: Cl[Si](C[Si](CCl)(Cl)Cl)(Cl)Cl (1,1,1,3,3,4-hexachloro-1,3-disilabutane). As a reaction SMILES: [Cl:1][Si:2]([Cl:9])([Cl:8])[CH2:3][Si:4]([Cl:7])([Cl:6])[CH3:5].C(Cl)(Cl)(Cl)[Cl:11]>CC(N=NC(C#N)(C)C)(C#N)C>[Cl:1][Si:2]([Cl:9])([Cl:8])[CH2:3][Si:4]([Cl:7])([Cl:6])[CH2:5][Cl:11]. Reported procedure: 120 g (0.46 mole) of 1,1,1,3,3-pentachloro-1,3-disilabutane and 1.2 g of a reaction initiator, AIBN in carbon tetrachloride as solvent were reacted in the same apparatus as Example 10. The obtained reactant was photoreacted for 12 hrs using sun lamp, while bubbling chlorine gas and refluxing carbon tetrachloride. The produced reaction mixture was distilled under vacuum to obtain 32 g of 1,1,1,3,3,4-hexachloro-1,3-disilabutane. Starting materials: [Si](C)(C)(C(C)(C)C)O[C@H]1C[C@@H](CC2=CC=C3[C@@H]4CC=C([C@@]4(C)CC[C@@H]3[C@@]12C)COCC(=O)OC(C)(C)C)O[Si](C)(C)C(C)(C)C (1α,3β-bis(tert-butyldimethylsilyloxy)-17-(tert-butoxycarbonylmethoxymethyl)androsta-5,7,16-triene), C(C)[Mg]Br.O1CCCC1 (ethylmagnesium bromide tetrahydrofuran). The solvent is O1CCCC1 (tetrahydrofuran). The product is [Si](C)(C)(C(C)(C)C)O[C@H]1C[C@@H](CC2=CC=C3[C@@H]4CC=C([C@@]4(C)CC[C@@H]3[C@@]12C)COCC(CC)(O)CC)O[Si](C)(C)C(C)(C)C (1α,3β-bis(tert-butyldimethylsilyloxy)-17-(2-ethyl-2-hydroxybutoxymethyl)androsta-5,7,16-triene). Yield: 81.3%. RXN SMILES: [Si:1]([O:8][C@@H:9]1[C@@:26]2([CH3:27])[C:13](=[CH:14][CH:15]=[C:16]3[C@@H:25]2[CH2:24][CH2:23][C@@:21]2([CH3:22])[C@H:17]3[CH2:18][CH:19]=[C:20]2[CH2:28][O:29][CH2:30][C:31](OC(C)(C)C)=[O:32])[CH2:12][C@@H:11]([O:38][Si:39]([C:42]([CH3:45])([CH3:44])[CH3:43])([CH3:41])[CH3:40])[CH2:10]1)([C:4]([CH3:7])([CH3:6])[CH3:5])([CH3:3])[CH3:2].[CH2:46]([Mg]Br)[CH3:47].O1CC[CH2:52][CH2:51]1>O1CCCC1>[Si:1]([O:8][C@@H:9]1[C@@:26]2([CH3:27])[C:13](=[CH:14][CH:15]=[C:16]3[C@@H:25]2[CH2:24][CH2:23][C@@:21]2([CH3:22])[C@H:17]3[CH2:18][CH:19]=[C:20]2[CH2:28][O:29][CH2:30][C:31]([CH2:46][CH3:47])([OH:32])[CH2:51][CH3:52])[CH2:12][C@@H:11]([O:38][Si:39]([C:42]([CH3:43])([CH3:45])[CH3:44])([CH3:41])[CH3:40])[CH2:10]1)([C:4]([CH3:5])([CH3:6])[CH3:7])([CH3:3])[CH3:2] |f:1.2|. Reported procedure: A solution of 1α,3β-bis(tert-butyldimethylsilyloxy)-17-(tert-butoxycarbonylmethoxymethyl)androsta-5,7,16-triene (175 mg, 0.266 mmol) in tetrahydrofuran (4 ml) was subjected to reaction with a 0.96M ethylmagnesium bromide/tetrahydrofuran solution (3 ml, 2.88 mmol) using a procedure similar to that of Example 27(2) (external temperature of −30° C. for 1.5 hours), worked up and purified by preparative thin layer chromatography (3 sheets (each 0.5 mm thickness), hexane:ethyl acetate=20:1, developed ... Starting materials: BrC1=CC(=C(N)C=C1)C (4-bromo-2-methylaniline), C(C1=CC=CC=C1)(=O)Cl (benzoyl chloride). Solvent: N1=CC=CC=C1 (pyridine). Run at time 1 hour. The product is BrC1=CC(=C(C=C1)NC(C1=CC=CC=C1)=O)C (N-(4-bromo-2-methylphenyl)benzamide). Reaction SMILES: [Br:1][C:2]1[CH:8]=[CH:7][C:5]([NH2:6])=[C:4]([CH3:9])[CH:3]=1.[C:10](Cl)(=[O:17])[C:11]1[CH:16]=[CH:15][CH:14]=[CH:13][CH:12]=1>N1C=CC=CC=1>[Br:1][C:2]1[CH:8]=[CH:7][C:5]([NH:6][C:10](=[O:17])[C:11]2[CH:16]=[CH:15][CH:14]=[CH:13][CH:12]=2)=[C:4]([CH3:9])[CH:3]=1. Procedure: To a solution of 4-bromo-2-methylaniline (3.55 g) in pyridine (95 mL) was added benzoyl chloride (2.66 mL). The mixture was stirred at room temperature for 1 hr and the solvent was evaporated under reduced pressure. To the residue was added 2N hydrochloric acid. The mixture was extracted with ethyl acetate, and the extract was washed successively with 1N hydrochloric acid, saturated aqueous sodium hydrogen carbonate solution and saturated brine, and dried over anhydrous magnesium sulfate. The so... Reactants: N1C(C=CC2=CC=CC=C12)=O (quinolone), O1CCOCC1 (dioxane), O=P(Cl)(Cl)Cl (POCl3), C(=O)(O)[O-].[Na+] (NaHCO3). Run in CCOC(=O)C (EtOAc). Reaction conditions: temperature 75 celsius, time 2 hour. The product is N1=CC=CC2=CC=CC=C12 (Quinoline). Reaction SMILES: [NH:1]1[C:10]2[C:5](=[CH:6][CH:7]=[CH:8][CH:9]=2)[CH:4]=[CH:3][C:2]1=O.O1CCOCC1.O=P(Cl)(Cl)Cl.C([O-])(O)=O.[Na+]>CCOC(C)=O>[N:1]1[C:10]2[C:5](=[CH:6][CH:7]=[CH:8][CH:9]=2)[CH:4]=[CH:3][CH:2]=1 |f:3.4|. Reported procedure: In a 100 ml flask was placed starting material quinolone (4.22 g) and dioxane (40 ml). POCl3 (4.6 g) was added, and the mixture was heated to 75° C. After 2 hours, HPLC showed the reaction finished (99.7% conversion). Reaction mixture was cooled to room temperature, and then poured to 100 ml saturated NaHCO3 solution and 20 ml EtOAc. The resulting suspension was stirred for 3 hours. Product was isolated by filtration, washing with EtOAc and drying under vacuum. Yield: 4.0 g, 90.9%. Run in CO (methanol). The yield is 81.3%. Procedure: To a solution of (5-nitropyridin-2-yloxy)acetic acid methyl ester (0.23 g, 1.08 mmol) in methanol (30 mL) was added palladium on activated carbon (10 wt. %, 0.20 g) and the solution was blanketed with hydrogen at atmospheric pressure. After 4 h the solids were removed by filtration and the volatiles were removed to yield 0.16 g (82%) of (5-amino-pyridin-2-yloxy)-acetic acid methyl ester as an oil that was used without further purification. Reactants: COC(COC1=NC=C(C=C1)[N+](=O)[O-])=O ((5-nitropyridin-2-yloxy)acetic acid methyl ester), [H][H] (hydrogen). The reagents and catalysts are [Pd] (palladium on activated carbon). Yields the product COC(COC1=NC=C(C=C1)N)=O ((5-amino-pyridin-2-yloxy)-acetic acid methyl ester). As a reaction SMILES: [CH3:1][O:2][C:3](=[O:15])[CH2:4][O:5][C:6]1[CH:11]=[CH:10][C:9]([N+:12]([O-])=O)=[CH:8][N:7]=1.[H][H]>CO.[Pd]>[CH3:1][O:2][C:3](=[O:15])[CH2:4][O:5][C:6]1[CH:11]=[CH:10][C:9]([NH2:12])=[CH:8][N:7]=1.